Dataset: the Open Reaction Database (ORD), a public repository of structured organic reaction records. Task: describe an organic reaction: reactants, conditions, products, and yield Starting materials: N(CC(=O)O)CC(=O)O (iminodiacetic acid), C(C)(=O)NCC(=O)O (N-acetylglycine), C(C)(=O)N (acetamide), C=O (paraformaldehyde), O (water), Cl (HCl), C(=O)=O (CO2). Run in COCCOC (DME). Run at temperature 110 celsius. Yields the product C(C)(=O)N(CC(=O)O)CC(=O)O (N-acetyliminodiacetic acid). Yield: 87.0%. Reaction SMILES: [C:1](N)(=[O:3])[CH3:2].C=O.O.Cl.C(=O)=O.[NH:12]([CH2:17][C:18]([OH:20])=[O:19])[CH2:13][C:14]([OH:16])=[O:15].C(NCC(O)=O)(=O)C>COCCOC>[C:1]([N:12]([CH2:17][C:18]([OH:20])=[O:19])[CH2:13][C:14]([OH:16])=[O:15])(=[O:3])[CH3:2]. Procedure: A 300 mL autoclave was charged with acetamide (VII) (11.8 g, 0.2 mole), 95% paraformaldehyde (13.6 g, 0.43 mole), water (12.9 g, 0.72 mole), 37% HCl (1.8 g, 0.018 mole) , DME (90 mL), and CO2 (CO) 1 (4. 1 g, 0.012 mole) and pressurized to 4000 psi (27,580 kPa) CO at 25° C. This mixture was heated to 110° C. for 30 min. HPLC analysis of this stream gave an 87% yield of (XVI), 0.5% (XIV), and 4.0% (XVIII). Reactants: C1CCOC1 (THF), N1N=CC2=CC=CC=C12 (indazole), Cl.ClC(=N)N (chloroformamidine hydrochloride). The solvent is C1=CC=CC=C1 (benzene). Product: Cl.N=1N(C=C2C=CC=CC12)C(=N)N (2H-indazole-2-carboxamidine hydrochloride). Yield: 52.8%. RXN SMILES: [NH:1]1[C:9]2[C:4](=[CH:5][CH:6]=[CH:7][CH:8]=2)[CH:3]=[N:2]1.Cl.[Cl:11][C:12]([NH2:14])=[NH:13].C1COCC1>C1C=CC=CC=1>[ClH:11].[N:1]1[N:2]([C:12]([NH2:14])=[NH:13])[CH:3]=[C:4]2[C:9]=1[CH:8]=[CH:7][CH:6]=[CH:5]2 |f:1.2,5.6|. Procedure: 940 mg of indazole and 920 mg of chloroformamidine hydrochloride were heated under reflux in 30 ml of benzene of THF for 5 hours, and the crystals formed were removed by filtration. These were recrystallized from ethanol ether to obtain 826 mg of 2H-indazole-2-carboxamidine hydrochloride. Reactants: C1(CC1)C=1N=C2N(C=C(C=C2)N2C(C=C(C=C2)O)=O)C1C (1-(2-cyclopropyl-3-methylimidazo[1,2-a]pyridin-6-yl)-4-hydroxypyridin-2(1H)-one), FC(C1=CC=C(S1)CO)(F)F ((5-(trifluoromethyl)thiophen-2-yl)methanol), C(CCC)P(CCCC)CCCC (tributylphosphine), N(=NC(=O)N1CCCCC1)C(=O)N1CCCCC1 (1,1′-(azodicarbonyl)dipiperidine). The solvent is C1CCOC1 (THF), O (water). Yields the product C1(CC1)C=1N=C2N(C=C(C=C2)N2C(C=C(C=C2)OCC=2SC(=CC2)C(F)(F)F)=O)C1C (1-(2-Cyclopropyl-3-methylimidazo[1,2-a]pyridin-6-yl)-4-((5-(trifluoromethyl)thiophen-2-yl)methoxy)pyridin-2(1H)-one). The yield is 20.2%. As a reaction SMILES: [CH:1]1([C:4]2[N:5]=[C:6]3[CH:11]=[CH:10][C:9]([N:12]4[CH:17]=[CH:16][C:15]([OH:18])=[CH:14][C:13]4=[O:19])=[CH:8][N:7]3[C:20]=2[CH3:21])[CH2:3][CH2:2]1.[F:22][C:23]([F:32])([F:31])[C:24]1[S:28][C:27]([CH2:29]O)=[CH:26][CH:25]=1.C(P(CCCC)CCCC)CCC.N(C(N1CCCCC1)=O)=NC(N1CCCCC1)=O>C1COCC1.O>[CH:1]1([C:4]2[N:5]=[C:6]3[CH:11]=[CH:10][C:9]([N:12]4[CH:17]=[CH:16][C:15]([O:18][CH2:29][C:27]5[S:28][C:24]([C:23]([F:32])([F:31])[F:22])=[CH:25][CH:26]=5)=[CH:14][C:13]4=[O:19])=[CH:8][N:7]3[C:20]=2[CH3:21])[CH2:3][CH2:2]1. Procedure details: To a solution of 1-(2-cyclopropyl-3-methylimidazo[1,2-a]pyridin-6-yl)-4-hydroxypyridin-2(1H)-one (100 mg), (5-(trifluoromethyl)thiophen-2-yl)methanol (130 mg) and tributylphosphine (0.27 ml) in THF (10 ml) was added 1,1′-(azodicarbonyl)dipiperidine (269 mg) at 60° C., and the mixture was heated at the same temperature for 2 h. The mixture was poured into water, and extracted with EtOAc. The extract was washed with brine, dried over MgSO4, concentrated, and purified by NH silica gel column chroma...